Dataset: the Open Reaction Database (ORD), a public repository of structured organic reaction records. Task: describe an organic reaction: reactants, conditions, products, and yield Reactants: CCOC(C)=O, CCCCCC, Cc1c(NC(=O)CC(C)(C)C)cc2c(c1C)OC(C)(C)C2(O)c1ccco1. Yields the product Cc1c(NC(=O)CC(C)(C)C)cc2c(c1C)OC(C)(C)C2c1ccco1. As a reaction SMILES: [C:34]([O:35][CH2:36][CH3:37])(=[O:38])[CH3:39].[CH3:28][CH2:29][CH2:30][CH2:31][CH2:32][CH3:33].[o:1]1[c:2]([C:6]2([OH:27])[C:7]([CH3:25])([CH3:26])[O:8][c:9]3[c:10]2[cH:11][c:12]([NH:17][C:18]([CH2:19][C:20]([CH3:21])([CH3:22])[CH3:23])=[O:24])[c:13]([CH3:16])[c:14]3[CH3:15])[cH:3][cH:4][cH:5]1>>[o:1]1[c:2]([CH:6]2[C:7]([CH3:25])([CH3:26])[O:8][c:9]3[c:10]2[cH:11][c:12]([NH:17][C:18]([CH2:19][C:20]([CH3:21])([CH3:22])[CH3:23])=[O:24])[c:13]([CH3:16])[c:14]3[CH3:15])[cH:3][cH:4][cH:5]1.